describe an organic reaction: reactants, conditions, products, and yield From a dataset of the Open Reaction Database (ORD), a public repository of structured organic reaction records. Starting materials: ICCCC(=O)OCC (ethyl 4-iodobutyrate), C(C1=CC=CC=C1)NCC1=CC=CC=C1 (dibenzylamine), C([O-])([O-])=O.[K+].[K+] (potassium carbonate). The solvent is C(C)O (ethanol). Run at time 48 hour. Product: C(C1=CC=CC=C1)N(CCCC(=O)OCC)CC1=CC=CC=C1 (4-Dibenzylaminobutyric acid, ethyl ester). The yield is 83.8%. Reaction SMILES: I[CH2:2][CH2:3][CH2:4][C:5]([O:7][CH2:8][CH3:9])=[O:6].[CH2:10]([NH:17][CH2:18][C:19]1[CH:24]=[CH:23][CH:22]=[CH:21][CH:20]=1)[C:11]1[CH:16]=[CH:15][CH:14]=[CH:13][CH:12]=1.C(=O)([O-])[O-].[K+].[K+]>C(O)C>[CH2:18]([N:17]([CH2:10][C:11]1[CH:16]=[CH:15][CH:14]=[CH:13][CH:12]=1)[CH2:2][CH2:3][CH2:4][C:5]([O:7][CH2:8][CH3:9])=[O:6])[C:19]1[CH:24]=[CH:23][CH:22]=[CH:21][CH:20]=1 |f:2.3.4|. Reported procedure: Mix ethyl 4-iodobutyrate (43.5 g, 0.18 mol), dibenzylamine (35.5 g, 0.18 mol), potassium carbonate (24.9 g, 0.18 mol) and ethanol (114 mL dried over 4A molecular sieves). Reflux for 24 hours then stir at room temperature for 48 hours. Add methylene chloride (100 mL) and filter. Evaporate the filtrate to a residue and purify by silica gel chromatography (methylene chloride) to give the title compound (47 g). Starting materials: Cl (HCl), [H-].[K+] (potassium hydride), [N+](#[C-])CC(=O)OCC (ethyl 2-isocyanoacetate), C(C#C)(=O)OCC (ethyl propiolate). The solvent is CC(C)(C)OC (MTBE), CC(C)(C)OC (MTBE). Reaction conditions: time 4 hour. Product: N1C(=CC(=C1)C(=O)OCC)C(=O)OCC (diethyl 1H-pyrrole-2,4-dicarboxylate). Yield: 37.5%. As a reaction SMILES: [H-].[K+].[N+:3]([CH2:5][C:6]([O:8][CH2:9][CH3:10])=[O:7])#[C-:4].[C:11]([O:15][CH2:16][CH3:17])(=[O:14])[C:12]#[CH:13].Cl>CC(OC)(C)C>[NH:3]1[CH:4]=[C:12]([C:11]([O:15][CH2:16][CH3:17])=[O:14])[CH:13]=[C:5]1[C:6]([O:8][CH2:9][CH3:10])=[O:7] |f:0.1|. Procedure: A suspension of potassium hydride (0.53 g, 13.26 mmol) in MTBE (10 mL) was added to a stirred solution of ethyl 2-isocyanoacetate (1 g, 8.84 mmol) and ethyl propiolate (1 g, 10.19 mmol) in MTBE (10 mL). The resulting mixture was stirred at rt for 4 h. The solution was then acidified with 1N HCl to pH≦3. The organic layer was washed with sat. NaHCO3 solution (2 mL), brine (2 mL), dried (MgSO4), and concentrated to give a solid residue. Purification via flash chromatography (petroleum ether:EtOAc,...